Dataset: the Open Reaction Database (ORD), a public repository of structured organic reaction records. Task: describe an organic reaction: reactants, conditions, products, and yield Reaction SMILES: [C:38](=[O:39])([O-:40])[O-:41].[CH2:1]([CH3:2])[O:3][CH2:4][CH2:5][Br:6].[CH2:44]([C:45]([CH3:46])=[O:47])[CH3:48].[CH2:7]([CH2:8][CH2:9][CH2:10][CH2:11][CH2:12][CH3:13])[NH:14][C:15]([N:16]([CH3:17])[c:18]1[cH:19][c:20](-[c:24]2[c:25]([OH:36])[cH:26][c:27]([CH2:30][CH2:31][C:32](=[O:33])[O:34][CH3:35])[cH:28][cH:29]2)[cH:21][cH:22][cH:23]1)=[O:37].[K+:42].[K+:43]>>[CH2:1]([CH3:2])[O:3][CH2:4][CH2:5][O:36][c:25]1[c:24](-[c:20]2[cH:19][c:18]([N:16]([C:15]([NH:14][CH2:7][CH2:8][CH2:9][CH2:10][CH2:11][CH2:12][CH3:13])=[O:37])[CH3:17])[cH:23][cH:22][cH:21]2)[cH:29][cH:28][c:27]([CH2:30][CH2:31][C:32](=[O:33])[O:34][CH3:35])[cH:26]1. Yields the product CCCCCCCNC(=O)N(C)c1cccc(-c2ccc(CCC(=O)OC)cc2OCCOCC)c1. Reactants: O=C([O-])[O-], CCOCCBr, CCC(C)=O, CCCCCCCNC(=O)N(C)c1cccc(-c2ccc(CCC(=O)OC)cc2O)c1, [K+], [K+]. Starting materials: C(=O)(OC(C)(C)C)N1CCN(CC1)C1=C(C=CC=C1)CN=[N+]=[N-] (1-Boc-4-(2-Azidomethyl-phenyl)-piperazine), C(C#C)(=O)OC (Methyl propiolate). Solvent: deuterated chloroform. Product: C(=O)(OC(C)(C)C)N1CCN(CC1)C1=C(C=CC=C1)CN1N=NC(=C1)C(=O)OC (1-Boc-4-[2-(4-Methoxycarbonyl-[1,2,3]triazol-1-ylmethyl)-phenyl]-piperazine). Yield: 48.9%. Reaction SMILES: [C:1]([N:8]1[CH2:13][CH2:12][N:11]([C:14]2[CH:19]=[CH:18][CH:17]=[CH:16][C:15]=2[CH2:20][N:21]=[N+:22]=[N-:23])[CH2:10][CH2:9]1)([O:3][C:4]([CH3:7])([CH3:6])[CH3:5])=[O:2].[C:24]([O:28][CH3:29])(=[O:27])[C:25]#[CH:26]>>[C:1]([N:8]1[CH2:13][CH2:12][N:11]([C:14]2[CH:19]=[CH:18][CH:17]=[CH:16][C:15]=2[CH2:20][N:21]2[CH:26]=[C:25]([C:24]([O:28][CH3:29])=[O:27])[N:23]=[N:22]2)[CH2:10][CH2:9]1)([O:3][C:4]([CH3:7])([CH3:6])[CH3:5])=[O:2]. Procedure: 1-Boc-4-(2-Azidomethyl-phenyl)-piperazine (0.25 g, 0.79 mmol) was dissolved in deuterated chloroform (3 mL). Methyl propiolate (0.35 mL, 3.9 mmol) was added, and the mixture was heated to reflux for about 4 hours and then cooled to r.t. The mixture was concentrated under reduced pressure and purified using silica chromatography (50% ethyl acetate in hexanes) to give the title compound (0.155 g, 49%) as an oil.